describe an organic reaction: reactants, conditions, products, and yield From a dataset of the Open Reaction Database (ORD), a public repository of structured organic reaction records. Starting materials: O=C([O-])[O-], CN(C)C=O, FC(Cl)(Cl)Sc1cnn(CCl)c1, N#CC(C#N)CCC(F)(F)F, [K+], [K+], O. Product: N#CC(C#N)(CCC(F)(F)F)Cn1cc(SC(F)(Cl)Cl)cn1. RXN SMILES: [C:24](=[O:25])([O-:26])[O-:27].[CH3:31][N:32]([CH3:33])[CH:34]=[O:35].[Cl:1][CH2:2][n:3]1[n:4][cH:5][c:6]([S:8][C:9]([F:10])([Cl:11])[Cl:12])[cH:7]1.[F:13][C:14]([CH2:15][CH2:16][CH:17]([C:18]#[N:19])[C:20]#[N:21])([F:22])[F:23].[K+:28].[K+:29].[OH2:30]>>[CH2:2]([n:3]1[n:4][cH:5][c:6]([S:8][C:9]([F:10])([Cl:11])[Cl:12])[cH:7]1)[C:17]([CH2:16][CH2:15][C:14]([F:13])([F:22])[F:23])([C:18]#[N:19])[C:20]#[N:21]. RXN SMILES: [Br:12][CH2:13][c:14]1[cH:15][cH:16][cH:17][cH:18][cH:19]1.[C:20](=[O:21])([O-:22])[O-:23].[CH3:26][N:27]([CH3:28])[CH:29]=[O:30].[K+:24].[K+:25].[OH2:31].[nH:1]1[c:2](=[O:11])[o:3][c:4](=[O:10])[c:5]2[c:6]1[cH:7][cH:8][s:9]2>>[n:1]1([CH2:13][c:14]2[cH:15][cH:16][cH:17][cH:18][cH:19]2)[c:2](=[O:11])[o:3][c:4](=[O:10])[c:5]2[c:6]1[cH:7][cH:8][s:9]2. Starting materials: BrCc1ccccc1, O=C([O-])[O-], CN(C)C=O, [K+], [K+], O, O=c1[nH]c2ccsc2c(=O)o1. Yields the product O=c1oc(=O)n(Cc2ccccc2)c2ccsc12. Reactants: O=C1CCCc2[nH]c3c(Cl)cccc3c21, Fc1ccc(CBr)cc1, [H-], [Na+], CN(C)C=O. The product is O=C1CCCc2c1c1cccc(Cl)c1n2Cc1ccc(F)cc1. RXN SMILES: [Cl:1][c:2]1[cH:3][cH:4][cH:5][c:6]2[c:7]3[c:12]([nH:13][c:14]12)[CH2:11][CH2:10][CH2:9][C:8]3=[O:15].[F:16][c:17]1[cH:18][cH:19][c:20]([CH2:21][Br:22])[cH:23][cH:24]1.[H-:26].[Na+:25].[O:27]=[CH:28][N:29]([CH3:30])[CH3:31]>>[Cl:1][c:2]1[cH:3][cH:4][cH:5][c:6]2[c:7]3[c:12]([n:13]([CH2:21][c:20]4[cH:19][cH:18][c:17]([F:16])[cH:24][cH:23]4)[c:14]12)[CH2:11][CH2:10][CH2:9][C:8]3=[O:15]. Reactants: C1CCOC1, CO, O=C1CCCN1c1ccc([N+](=O)[O-])cc1F. Yields the product Nc1ccc(N2CCCC2=O)c(F)c1. As a reaction SMILES: [CH2:19]1[O:20][CH2:21][CH2:22][CH2:23]1.[CH3:17][OH:18].[F:1][c:2]1[c:3]([N:11]2[C:12](=[O:16])[CH2:13][CH2:14][CH2:15]2)[cH:4][cH:5][c:6]([N+:8]([O-:9])=[O:10])[cH:7]1>>[F:1][c:2]1[c:3]([N:11]2[C:12](=[O:16])[CH2:13][CH2:14][CH2:15]2)[cH:4][cH:5][c:6]([NH2:8])[cH:7]1.